Task: describe an organic reaction: reactants, conditions, products, and yield. Dataset: the Open Reaction Database (ORD), a public repository of structured organic reaction records The reactants are CC1=CC=CC=2N1C=C(N2)C(=O)OCC (ethyl 5-methylimidazo[1,2-a]pyridine-2-carboxylate), BrN1C(CCC1=O)=O (N-bromosuccinimide). Run in C(C)#N (acetonitrile), C(C)#N (acetonitrile). Run at temperature 20 celsius, time 30 minute. The product is BrC1=C(N=C2N1C(=CC=C2)C)C(=O)OCC (Ethyl 3-bromo-5-methylimidazo[1,2-a]pyridine-2-carboxylate). Yield: 56.5%. RXN SMILES: [CH3:1][C:2]1[N:7]2[CH:8]=[C:9]([C:11]([O:13][CH2:14][CH3:15])=[O:12])[N:10]=[C:6]2[CH:5]=[CH:4][CH:3]=1.[Br:16]N1C(=O)CCC1=O>C(#N)C>[Br:16][C:8]1[N:7]2[C:2]([CH3:1])=[CH:3][CH:4]=[CH:5][C:6]2=[N:10][C:9]=1[C:11]([O:13][CH2:14][CH3:15])=[O:12]. Procedure details: A solution of ethyl 5-methylimidazo[1,2-a]pyridine-2-carboxylate (5.0 g, 25 mmol) in acetonitrile (94 mL) was treated with N-bromosuccinimide (4.8 g, 27 mmol) in acetonitrile (47 mL) dropwise and stirred at 20° C. for 30 min. The reaction mixture was concentrated, diluted with dichloromethane (200 mL), and washed with saturated sodium bicarbonate (150 mL) and brine (50 mL). The organic layer was dried with sodium sulfate, filtered, and concentrated to a crude solid. Purification by flash column ... The reactants are [H-].[Na+] (Sodium hydride), FC1=CC=C(C=C1)N1C(=NC(=C1C(C)O)C)SCC1=C(C(=CC=C1F)F)F (1-(1-(4-Fluorophenyl)-4-methyl-2-((2,3,6-trifluorobenzyl)thio)-1H-imidazol-5-yl)ethanol), Br.BrCC1=CC=NC=C1 (4-(bromomethyl)pyridine hydrobromide). The solvent is C1CCOC1 (THF). Reaction conditions: time 20 minute. Yields the product FC1=CC=C(C=C1)N1C(=NC(=C1C(C)OCC1=CC=NC=C1)C)SCC1=C(C(=CC=C1F)F)F (4-((1-(1-(4-Fluorophenyl)-4-methyl-2-((2,3,6-trifluorobenzyl)thio)-1H-imidazol-5-yl)ethoxy)methyl)pyridine). RXN SMILES: [H-].[Na+].[F:3][C:4]1[CH:9]=[CH:8][C:7]([N:10]2[C:14]([CH:15]([OH:17])[CH3:16])=[C:13]([CH3:18])[N:12]=[C:11]2[S:19][CH2:20][C:21]2[C:26]([F:27])=[CH:25][CH:24]=[C:23]([F:28])[C:22]=2[F:29])=[CH:6][CH:5]=1.Br.Br[CH2:32][C:33]1[CH:38]=[CH:37][N:36]=[CH:35][CH:34]=1>C1COCC1>[F:3][C:4]1[CH:9]=[CH:8][C:7]([N:10]2[C:14]([CH:15]([O:17][CH2:32][C:33]3[CH:38]=[CH:37][N:36]=[CH:35][CH:34]=3)[CH3:16])=[C:13]([CH3:18])[N:12]=[C:11]2[S:19][CH2:20][C:21]2[C:26]([F:27])=[CH:25][CH:24]=[C:23]([F:28])[C:22]=2[F:29])=[CH:6][CH:5]=1 |f:0.1,3.4|. Procedure: Sodium hydride (60% in mineral oil, 60 mg, 1.44 mmol) was added to a solution of 1-(1-(4-fluorophenyl)-4-methyl-2-((2,3,6-trifluorobenzyl)thio)-1H-imidazol-5-yl)ethanol (62) (190 mg, 0.48 mmol) in THF (5 mL) and the reaction was allowed to stir at room temperature for 20 min. 4-(bromomethyl)pyridine hydrobromide (146 mg, 0.576 mmol) was added to the reaction mixture and heated to 70° C. overnight. The reaction was cooled to room temperature, quenched with water and extracted with ethyl acetate. ...